This data is from the Open Reaction Database (ORD), a public repository of structured organic reaction records. The task is: describe an organic reaction: reactants, conditions, products, and yield RXN SMILES: [BrH:13].[CH3:1][O:2][c:3]1[cH:4][c:5]2[cH:6][cH:7][n:8][cH:9][c:10]2[cH:11][cH:12]1>>[OH:2][c:3]1[cH:4][c:5]2[cH:6][cH:7][n:8][cH:9][c:10]2[cH:11][cH:12]1. Product: Oc1ccc2cnccc2c1. The reactants are Br, COc1ccc2cnccc2c1. Reactants: Cc1ccc(S(=O)(=O)OCC2Cc3c(F)c(F)cc(-c4ccccc4)c3O2)cc1, CN(C)C=O, CCOC(C)=O, [N-]=[N+]=[N-], [Na+]. Yields the product [N-]=[N+]=NCC1Cc2c(F)c(F)cc(-c3ccccc3)c2O1. Reaction SMILES: [CH3:1][c:2]1[cH:3][cH:4][c:5]([S:6]([O:7][CH2:12][CH:13]2[O:14][c:15]3[c:16]([c:18]([F:29])[c:19]([F:28])[cH:20][c:21]3-[c:22]3[cH:23][cH:24][cH:25][cH:26][cH:27]3)[CH2:17]2)(=[O:8])=[O:9])[cH:10][cH:11]1.[CH3:34][N:35]([CH3:36])[CH:37]=[O:38].[CH3:39][CH2:40][O:41][C:42](=[O:43])[CH3:44].[N-:31]=[N+:32]=[N-:33].[Na+:30]>>[CH2:12]([CH:13]1[O:14][c:15]2[c:16]([c:18]([F:29])[c:19]([F:28])[cH:20][c:21]2-[c:22]2[cH:23][cH:24][cH:25][cH:26][cH:27]2)[CH2:17]1)[N:31]=[N+:32]=[N-:33].